Dataset: the Open Reaction Database (ORD), a public repository of structured organic reaction records. Task: describe an organic reaction: reactants, conditions, products, and yield The reactants are ClC1=C(COC=2C=CC=C3C=CC(=NC23)C)C(=CC=C1\C=C\CN1C(C=2C(C1=O)=CC=CC2)=O)Cl (8-[2,6-dichloro-3-((E)-3-phthalimido-1-propenyl)benzyloxy]-2-methylquinoline), solution, CN (methylamine). Run in C(Cl)(Cl)Cl (chloroform), CO (methanol). Run at time 8 hour. The product is NC/C=C/C=1C(=C(COC=2C=CC=C3C=CC(=NC23)C)C(=CC1)Cl)Cl (8-[3-((E)-3-amino-1-propenyl)-2,6-dichlorobenzyloxy]-2-methylquinoline). The yield is 84.7%. RXN SMILES: [Cl:1][C:2]1[C:20](/[CH:21]=[CH:22]/[CH2:23][N:24]2C(=O)C3=CC=CC=C3C2=O)=[CH:19][CH:18]=[C:17]([Cl:35])[C:3]=1[CH2:4][O:5][C:6]1[CH:7]=[CH:8][CH:9]=[C:10]2[C:15]=1[N:14]=[C:13]([CH3:16])[CH:12]=[CH:11]2.CN>C(Cl)(Cl)Cl.CO>[NH2:24][CH2:23]/[CH:22]=[CH:21]/[C:20]1[C:2]([Cl:1])=[C:3]([C:17]([Cl:35])=[CH:18][CH:19]=1)[CH2:4][O:5][C:6]1[CH:7]=[CH:8][CH:9]=[C:10]2[C:15]=1[N:14]=[C:13]([CH3:16])[CH:12]=[CH:11]2. Procedure: To a solution of 8-[2,6-dichloro-3-((E)-3-phthalimido-1-propenyl)benzyloxy]-2-methylquinoline (43 mg) in chloroform (1 ml) was added 2M solution of methylamine in methanol (0.5 ml), and the mixture was stirred in the dark at ambient temperature overnight. The mixture was evaporated in vacuo, and the residue was purified by preparative thin layer chromatography to give 8-[3-((E)-3-amino-1-propenyl)-2,6-dichlorobenzyloxy]-2-methylquinoline (27 mg) as pale yellow amorphous. Reactants: C1CCOC1, O=C1CCC(c2ccc(-c3ccc(OC(F)(F)F)cc3)cc2)N1C(CO)c1ccccc1, O=S(Cl)Cl. Product: O=C1CCC(c2ccc(-c3ccc(OC(F)(F)F)cc3)cc2)N1C(CCl)c1ccccc1. RXN SMILES: [CH2:37]1[O:38][CH2:39][CH2:40][CH2:41]1.[OH:1][CH2:2][CH:3]([c:4]1[cH:5][cH:6][cH:7][cH:8][cH:9]1)[N:10]1[C:11](=[O:32])[CH2:12][CH2:13][CH:14]1[c:15]1[cH:16][cH:17][c:18](-[c:21]2[cH:22][cH:23][c:24]([O:27][C:28]([F:29])([F:30])[F:31])[cH:25][cH:26]2)[cH:19][cH:20]1.[S:33]([Cl:34])([Cl:35])=[O:36]>>[CH2:2]([CH:3]([c:4]1[cH:5][cH:6][cH:7][cH:8][cH:9]1)[N:10]1[C:11](=[O:32])[CH2:12][CH2:13][CH:14]1[c:15]1[cH:16][cH:17][c:18](-[c:21]2[cH:22][cH:23][c:24]([O:27][C:28]([F:29])([F:30])[F:31])[cH:25][cH:26]2)[cH:19][cH:20]1)[Cl:35]. The reactants are C(C)I (Ethyl iodide), OC(C(=O)NCCC1=CC(=C(C=C1)OCC#C)OC)CCC1=CC=CC=C1 (2-hydroxy-N-[2-(3-methoxy-4-prop-2-ynyloxy-phenyl)-ethyl]-4-phenyl-butyramide), [OH-].[Na+] (sodium hydroxide). The reagents and catalysts are [Br-].C(CCC)[N+](CCCC)(CCCC)CCCC (tetrabutylammonium bromide). The solvent is ClCCl (dichloromethane). Conditions: time 16 hour. Product: C(C)OC(C(=O)NCCC1=CC(=C(C=C1)OCC#C)OC)CCC1=CC=CC=C1 (2-ethoxy-N-[2-(3-methoxy-4-prop-2-ynyloxy-phenyl)-ethyl]-4-phenyl-butyramide). As a reaction SMILES: [CH2:1](I)[CH3:2].[OH:4][CH:5]([CH2:23][CH2:24][C:25]1[CH:30]=[CH:29][CH:28]=[CH:27][CH:26]=1)[C:6]([NH:8][CH2:9][CH2:10][C:11]1[CH:16]=[CH:15][C:14]([O:17][CH2:18][C:19]#[CH:20])=[C:13]([O:21][CH3:22])[CH:12]=1)=[O:7].[OH-].[Na+]>[Br-].C([N+](CCCC)(CCCC)CCCC)CCC.ClCCl>[CH2:1]([O:4][CH:5]([CH2:23][CH2:24][C:25]1[CH:26]=[CH:27][CH:28]=[CH:29][CH:30]=1)[C:6]([NH:8][CH2:9][CH2:10][C:11]1[CH:16]=[CH:15][C:14]([O:17][CH2:18][C:19]#[CH:20])=[C:13]([O:21][CH3:22])[CH:12]=1)=[O:7])[CH3:2] |f:2.3,4.5|. Procedure details: Ethyl iodide (1.5 g, 10 mmol) is added slowly at room temperature to a mixture of 2-hydroxy-N-[2-(3-methoxy-4-prop-2-ynyloxy-phenyl)-ethyl]-4-phenyl-butyramide (3.0 g, 8.2 mmol), 30% sodium hydroxide solution (7.0 ml, 41 mmol) and catalytic amounts of tetrabutylammonium bromide (50 mg) in 30 ml of dichloromethane. The reaction is stirred for 16 hours at +40° C. Subsequently the mixture is evaporated and the residue is diluted with water and dichloromethane. The phases are separated and the aqueo... Starting materials: CCCCON=[N+]([O-])N1CCCC1CO, CC(Cl)OC(=O)Cl, ClCCl, c1ccncc1. The product is CCCCON=[N+]([O-])N1CCCC1COC(=O)OC(C)Cl. RXN SMILES: [CH2:1]([CH2:2][CH2:3][CH3:4])[O:5][N:6]=[N+:7]([O-:8])[N:9]1[CH:10]([CH2:14][OH:15])[CH2:11][CH2:12][CH2:13]1.[Cl:16][C:17](=[O:18])[O:19][CH:20]([CH3:21])[Cl:22].[Cl:29][CH2:30][Cl:31].[cH:23]1[cH:24][cH:25][n:26][cH:27][cH:28]1>>[CH2:1]([CH2:2][CH2:3][CH3:4])[O:5][N:6]=[N+:7]([O-:8])[N:9]1[CH:10]([CH2:14][O:15][C:17](=[O:18])[O:19][CH:20]([CH3:21])[Cl:22])[CH2:11][CH2:12][CH2:13]1. Yields the product CC(OC1CN(C2=CC(=O)CC2)CC1c1ccc(F)cc1)c1cc(C(F)(F)F)cc(C(F)(F)F)c1. The reactants are Cc1ccc(S(=O)(=O)O)cc1, CC(OC1CNCC1c1ccc(F)cc1)c1cc(C(F)(F)F)cc(C(F)(F)F)c1, O=C1CCC(=O)C1, c1ccccc1. RXN SMILES: [CH3:37][c:38]1[cH:39][cH:40][c:41]([S:42]([OH:43])(=[O:44])=[O:45])[cH:46][cH:47]1.[F:8][C:9]([c:10]1[cH:11][c:12]([CH:20]([CH3:21])[O:22][CH:23]2[CH2:24][NH:25][CH2:26][CH:27]2[c:28]2[cH:29][cH:30][c:31]([F:34])[cH:32][cH:33]2)[cH:13][c:14]([C:16]([F:17])([F:18])[F:19])[cH:15]1)([F:35])[F:36].[O:1]=[C:2]1[CH2:3][CH2:4][C:5](=[O:6])[CH2:7]1.[cH:48]1[cH:49][cH:50][cH:51][cH:52][cH:53]1>>[C:2]1([N:25]2[CH2:24][CH:23]([O:22][CH:20]([c:12]3[cH:11][c:10]([C:9]([F:8])([F:35])[F:36])[cH:15][c:14]([C:16]([F:17])([F:18])[F:19])[cH:13]3)[CH3:21])[CH:27]([c:28]3[cH:29][cH:30][c:31]([F:34])[cH:32][cH:33]3)[CH2:26]2)=[CH:7][C:5](=[O:6])[CH2:4][CH2:3]1. The reactants are [Al+3], CCOC(=O)c1ccc(NC2CCCN(Cc3ccccc3)C2)nc1, CO, [H-], [H-], [H-], [H-], [Li+], C1CCOC1, O. Product: OCc1ccc(NC2CCCN(Cc3ccccc3)C2)nc1. Reaction SMILES: [Al+3:2].[CH2:7]([c:8]1[cH:9][cH:10][cH:11][cH:12][cH:13]1)[N:14]1[CH2:15][CH:16]([NH:20][c:21]2[n:22][cH:23][c:24]([C:25](=[O:26])[O:27][CH2:28][CH3:29])[cH:30][cH:31]2)[CH2:17][CH2:18][CH2:19]1.[CH3:32][OH:33].[H-:1].[H-:4].[H-:5].[H-:6].[Li+:3].[O:35]1[CH2:36][CH2:37][CH2:38][CH2:39]1.[OH2:34]>>[CH2:7]([c:8]1[cH:9][cH:10][cH:11][cH:12][cH:13]1)[N:14]1[CH2:15][CH:16]([NH:20][c:21]2[n:22][cH:23][c:24]([CH2:25][OH:26])[cH:30][cH:31]2)[CH2:17][CH2:18][CH2:19]1. The reactants are O=C=Nc1ccc(C(F)(F)F)cc1, CCOC(=O)C(Cc1cccc(O)c1)OC(C)C. The product is CCOC(=O)C(Cc1cccc(OC(=O)Nc2ccc(C(F)(F)F)cc2)c1)OC(C)C. As a reaction SMILES: [F:19][C:20]([c:21]1[cH:22][cH:23][c:24]([N:27]=[C:28]=[O:29])[cH:25][cH:26]1)([F:30])[F:31].[OH:1][c:2]1[cH:3][c:4]([CH2:8][CH:9]([C:10](=[O:11])[O:12][CH2:13][CH3:14])[O:15][CH:16]([CH3:17])[CH3:18])[cH:5][cH:6][cH:7]1>>[O:1]([c:2]1[cH:3][c:4]([CH2:8][CH:9]([C:10](=[O:11])[O:12][CH2:13][CH3:14])[O:15][CH:16]([CH3:17])[CH3:18])[cH:5][cH:6][cH:7]1)[C:28]([NH:27][c:24]1[cH:23][cH:22][c:21]([C:20]([F:19])([F:30])[F:31])[cH:26][cH:25]1)=[O:29]. Starting materials: NCCN(CC1=CC=CC=C1)C1=NC=CC=C1 (2-[N-(2-aminoethyl)-N-benzylamino]pyridine), [N+](=O)([O-])NC1=NC=C(C(N1)=O)CC=1C=NC(=CC1)C (2-nitroamino-5-(6-methylpyrid-3-ylmethyl)pyrimid-4-one). Solvent: N1=CC=CC=C1 (pyridine). Product: C(C1=CC=CC=C1)N(C1=NC=CC=C1)CCNC1=NC=C(C(N1)=O)CC=1C=NC(=CC1)C (2-[2-(N-benzyl-N-pyrid-2-ylamino)ethylamino]-5-(6methylpyrid-3-ylmethyl) pyrimid-4-one). As a reaction SMILES: [NH2:1][CH2:2][CH2:3][N:4]([C:12]1[CH:17]=[CH:16][CH:15]=[CH:14][N:13]=1)[CH2:5][C:6]1[CH:11]=[CH:10][CH:9]=[CH:8][CH:7]=1.[N+](N[C:22]1[NH:27][C:26](=[O:28])[C:25]([CH2:29][C:30]2[CH:31]=[N:32][C:33]([CH3:36])=[CH:34][CH:35]=2)=[CH:24][N:23]=1)([O-])=O>N1C=CC=CC=1>[CH2:5]([N:4]([CH2:3][CH2:2][NH:1][C:22]1[NH:27][C:26](=[O:28])[C:25]([CH2:29][C:30]2[CH:31]=[N:32][C:33]([CH3:36])=[CH:34][CH:35]=2)=[CH:24][N:23]=1)[C:12]1[CH:17]=[CH:16][CH:15]=[CH:14][N:13]=1)[C:6]1[CH:11]=[CH:10][CH:9]=[CH:8][CH:7]=1. Procedure details: 2-[N-(2-aminoethyl)-N-benzylamino]pyridine (0.95 g) and 2-nitroamino-5-(6-methylpyrid-3-ylmethyl)pyrimid-4-one (0.91 g) were heated together under reflux in pyridine (10 ml) for 20 hr. After stripping, the residue was triturated with ether and recrystallised from methanol to give 2-[2-(N-benzyl-N-pyrid-2-ylamino)ethylamino]-5-(6methylpyrid-3-ylmethyl) pyrimid-4-one, 1.02 g (68%) mp 178°-82° C. Starting materials: BrC1=CC=C(C=C1)C1=C(C(=NO1)C)N (5-(4-bromo-phenyl)-3-methyl-isoxazol-4-ylamine), ClC1=C(C(=CC=C1)F)CCC(C)=O (4-(2-chloro-6-fluoro-phenyl)-butan-2-one). Yields the product BrC1=CC=C(C=C1)C1=C(C(=NO1)C)NC(CCC1=C(C=CC=C1F)Cl)C ([5-(4-Bromo-phenyl)-3-methyl-isoxazol-4-yl]-[3-(2-chloro-6-fluoro-phenyl)-1-methyl-propyl]-amine). RXN SMILES: [Br:1][C:2]1[CH:7]=[CH:6][C:5]([C:8]2[O:12][N:11]=[C:10]([CH3:13])[C:9]=2[NH2:14])=[CH:4][CH:3]=1.[Cl:15][C:16]1[CH:21]=[CH:20][CH:19]=[C:18]([F:22])[C:17]=1[CH2:23][CH2:24][C:25](=O)[CH3:26]>>[Br:1][C:2]1[CH:3]=[CH:4][C:5]([C:8]2[O:12][N:11]=[C:10]([CH3:13])[C:9]=2[NH:14][CH:25]([CH3:26])[CH2:24][CH2:23][C:17]2[C:18]([F:22])=[CH:19][CH:20]=[CH:21][C:16]=2[Cl:15])=[CH:6][CH:7]=1. Reported procedure: Prepared according to the procedure described in Example 8, Step 1, using 5-(4-bromo-phenyl)-3-methyl-isoxazol-4-ylamine and 4-(2-chloro-6-fluoro-phenyl)-butan-2-one.